Dataset: the Open Reaction Database (ORD), a public repository of structured organic reaction records. Task: describe an organic reaction: reactants, conditions, products, and yield Starting materials: COC(=O)c1ccc(CNC(=O)OC(C)(C)C)c(C)c1, [Na+], C1COCCO1, [OH-]. The product is Cc1cc(C(=O)O)ccc1CNC(=O)OC(C)(C)C. As a reaction SMILES: [CH3:1][O:2][C:3]([c:4]1[cH:5][c:6]([CH3:19])[c:7]([CH2:10][NH:11][C:12](=[O:13])[O:14][C:15]([CH3:16])([CH3:17])[CH3:18])[cH:8][cH:9]1)=[O:20].[Na+:22].[O:23]1[CH2:24][CH2:25][O:26][CH2:27][CH2:28]1.[OH-:21]>>[O:2]=[C:3]([c:4]1[cH:5][c:6]([CH3:19])[c:7]([CH2:10][NH:11][C:12](=[O:13])[O:14][C:15]([CH3:16])([CH3:17])[CH3:18])[cH:8][cH:9]1)[OH:20].